This data is from the Open Reaction Database (ORD), a public repository of structured organic reaction records. The task is: describe an organic reaction: reactants, conditions, products, and yield RXN SMILES: [S:1]1[CH:5]=[CH:4][C:3]([SH:6])=[CH:2]1.[CH2:7]([C:11]1([CH2:14][CH3:15])[CH2:13][NH:12]1)[CH2:8][CH2:9][CH3:10]>>[NH2:12][C:11]([CH2:14][CH3:15])([CH2:7][CH2:8][CH2:9][CH3:10])[CH2:13][S:6][C:3]1[CH:4]=[CH:5][S:1][CH:2]=1. Procedure: To a solution of n-butyl lithium in hexane (194 ml 1.6M) under nitrogen at -78° C. was added diethyl ether(120 ml) and then dropwise 3-bromothiophene (28 ml). The reaction was warmed to -30° C. and then cooled to -50° C. and powdered sulfur (10 g) was added. The reaction was stirred 15 hours at room temperature and then a solution of potassium hydroxide (24 g) in 160 ml water was added and the ether layer was discarded. The aqueous layer was treated at -5° C. with 6N hydrochloric acid (125 ml) a... Yields the product NC(CSC1=CSC=C1)(CCCC)CC ((-)-3-((2-Amino-2-ethylhexyl)thio)thiophene). Run at time 15 hour. Reactants: S1C=C(C=C1)S (3-thiophenthiol), C(CCC)C1(NC1)CC (2-butyl-2-ethylaziridine). The yield is 78.3%.